describe an organic reaction: reactants, conditions, products, and yield From a dataset of the Open Reaction Database (ORD), a public repository of structured organic reaction records. The reactants are ClC1=C(C#N)C=CC(=C1C)N[C@H]([C@@H](C)O)C=1OC(=NN1)C1=CC(=C(C=C1)F)O (2-Chloro-4-((1R,2R)-1-(5-(4-fluoro-3-hydroxyphenyl)-1,3,4-oxadiazol-2-yl)-2-hydroxypropylamino)-3-methylbenzonitrile), CCCC(=O)Cl (n-butyryl chloride). The solvent is N1=CC=CC=C1 (pyridine), C(Cl)Cl (CH2Cl2). Conditions: time 23 hour. Product: C(CCC)(=O)OC1=C(C=CC(=C1)C=1OC(=NN1)[C@@H]([C@@H](C)OC(CCC)=O)NC1=C(C(=C(C=C1)C#N)Cl)C)F (5-(5-((1R,2R)-2-(Butyryloxy)-1-(3-chloro-4-cyano-2-methylphenylamino)propyl)-1,3,4-oxa-diazol-2-yl)-2-fluorophenyl butyrate), solid. Isolated yield 74.0%. RXN SMILES: [Cl:1][C:2]1[C:9]([CH3:10])=[C:8]([NH:11][C@@H:12]([C:16]2[O:17][C:18]([C:21]3[CH:26]=[CH:25][C:24]([F:27])=[C:23]([OH:28])[CH:22]=3)=[N:19][N:20]=2)[C@H:13]([OH:15])[CH3:14])[CH:7]=[CH:6][C:3]=1[C:4]#[N:5].[CH3:29][CH2:30][CH2:31][C:32](Cl)=[O:33]>N1C=CC=CC=1.C(Cl)Cl>[C:32]([O:28][C:23]1[CH:22]=[C:21]([C:18]2[O:17][C:16]([C@H:12]([NH:11][C:8]3[CH:7]=[CH:6][C:3]([C:4]#[N:5])=[C:2]([Cl:1])[C:9]=3[CH3:10])[C@H:13]([O:15][C:16](=[O:17])[CH2:12][CH2:13][CH3:14])[CH3:14])=[N:20][N:19]=2)[CH:26]=[CH:25][C:24]=1[F:27])(=[O:33])[CH2:31][CH2:30][CH3:29]. Reported procedure: To a solution of 2-chloro-4-((1R,2R)-1-(5-(4-fluoro-3-hydroxyphenyl)-1,3,4-oxadiazol-2-yl)-2-hydroxypropylamino)-3-methylbenzonitrile (Example 41) (135.5 mg, 0.34 mmol) in pyridine (0.6 mL) and CH2Cl2 (4 mL) was added n-butyryl chloride (0.17 mL, 1.68 mmol). Upon complete addition the reaction mixture was stirred for 23 h, then quenched with 10% aqueous HCl (6 mL). The mixture was partitioned between H2O (40 mL) and CH2Cl2 (40 mL). The aqueous layer was extracted with CH2Cl2 (40 L). The combined...